Dataset: the Open Reaction Database (ORD), a public repository of structured organic reaction records. Task: describe an organic reaction: reactants, conditions, products, and yield Starting materials: ( h ), ClC1=CC=C(CC=2OC3=C(N2)C=C(C=C3)C(C(=O)O)C)C=C1 (2-[2-(4-chlorobenzyl)-5-benzoxazolyl]propionic acid), NC=1C=C(C=CC1O)C(C(=O)OCC)C (ethyl 3-amino-4-hydroxy-phenyl-propionate), FC1=CC=C(C=C1)CC(=O)O (4-fluoro-phenyl-acetic acid), C1(=CC=C(C=C1)S(=O)(=O)O)C (p-toluene sulphonic acid). Solvent: C=1(C(=CC=CC1)C)C (xylene). Product: FC1=CC=C(CC=2OC3=C(N2)C=C(C=C3)C(C(=O)O)C)C=C1 (2-[2-(4-fluorobenzyl)-5-benzoxazolyl]propionic acid). As a reaction SMILES: [NH2:1][C:2]1[CH:3]=[C:4]([CH:9]([CH3:15])[C:10]([O:12]CC)=[O:11])[CH:5]=[CH:6][C:7]=1[OH:8].[F:16][C:17]1[CH:22]=[CH:21][C:20]([CH2:23][C:24](O)=O)=[CH:19][CH:18]=1.C1(C)C=CC(S(O)(=O)=O)=CC=1.ClC1C=CC(CC2OC3C=CC(C(C)C(O)=O)=CC=3N=2)=CC=1>C1(C)C(C)=CC=CC=1>[F:16][C:17]1[CH:22]=[CH:21][C:20]([CH2:23][C:24]2[O:8][C:7]3[CH:6]=[CH:5][C:4]([CH:9]([CH3:15])[C:10]([OH:12])=[O:11])=[CH:3][C:2]=3[N:1]=2)=[CH:19][CH:18]=1. Reported procedure: 2-[2-(3,4-dichlorobenzyl)-5-benzoxazolyl]propionic acid. (g) 2N-Sodium hydroxide solution (30 ml.) was added to the ethyl ester (5.8 g.) prepared in Example 1(g) in ethanol (40 ml). After 2 hours stirring at room temperature the volume was reduced by evaporation at 40° C and the solution diluted with water (120 ml.). It was then extracted with ether (x2) acidified with concentrated hydrochloric acid and then extracted with chloroform (x3). The combined chloroform extracts were washed with water,...